Dataset: the Open Reaction Database (ORD), a public repository of structured organic reaction records. Task: describe an organic reaction: reactants, conditions, products, and yield Reaction SMILES: [CH2:23]1[O:24][CH2:25][CH2:26][CH2:27]1.[CH3:11][c:12]1[cH:13][cH:14][c:15]2[c:16]([n:17]1)[CH2:18][O:19][C:20]2=[O:21].[ClH:22].[NH:1]1[C:2](=[O:10])[CH2:3][c:4]2[cH:5][cH:6][cH:7][cH:8][c:9]21>>[NH:1]1[C:2](=[O:10])[C:3](=[C:20]2[c:15]3[cH:14][cH:13][c:12]([CH3:11])[n:17][c:16]3[CH2:18][O:19]2)[c:4]2[cH:5][cH:6][cH:7][cH:8][c:9]21. Product: Cc1ccc2c(n1)COC2=C1C(=O)Nc2ccccc21. Reactants: C1CCOC1, Cc1ccc2c(n1)COC2=O, Cl, O=C1Cc2ccccc2N1. Starting materials: CC(C)(C)OC(=O)N1CCC(O)CC1, C1CCOC1, COC(=O)c1ccc(OCCF)cc1O, CCOC(=O)N=NC(=O)OCC, c1ccc(P(c2ccccc2)c2ccccc2)cc1. Yields the product COC(=O)c1ccc(OCCF)cc1OC1CCN(C(=O)OC(C)(C)C)CC1. RXN SMILES: [C:16]([CH3:17])([CH3:18])([CH3:19])[O:20][C:21](=[O:22])[N:23]1[CH2:24][CH2:25][CH:26]([OH:29])[CH2:27][CH2:28]1.[CH2:61]1[O:62][CH2:63][CH2:64][CH2:65]1.[F:1][CH2:2][CH2:3][O:4][c:5]1[cH:6][c:7]([OH:15])[c:8]([C:9](=[O:10])[O:11][CH3:12])[cH:13][cH:14]1.[O:49]=[C:50]([O:51][CH2:52][CH3:53])[N:54]=[N:55][C:56]([O:57][CH2:58][CH3:59])=[O:60].[c:30]1([P:31]([c:32]2[cH:33][cH:34][cH:35][cH:36][cH:37]2)[c:38]2[cH:39][cH:40][cH:41][cH:42][cH:43]2)[cH:44][cH:45][cH:46][cH:47][cH:48]1>>[F:1][CH2:2][CH2:3][O:4][c:5]1[cH:6][c:7]([O:15][CH:26]2[CH2:25][CH2:24][N:23]([C:21]([O:20][C:16]([CH3:17])([CH3:18])[CH3:19])=[O:22])[CH2:28][CH2:27]2)[c:8]([C:9](=[O:10])[O:11][CH3:12])[cH:13][cH:14]1.